This data is from the Open Reaction Database (ORD), a public repository of structured organic reaction records. The task is: describe an organic reaction: reactants, conditions, products, and yield Reactants: C(C)OC1OC(CC1NC(=O)C1CCC2N1C(C(CC=CC2)NC(=O)C2=NC=CC1=CC=CC=C21)=O)=O (6-[(Isoquinoline-1-carbonyl)-amino]-5-oxo-1,2,3,5,6,7,10,10a-octahydro-pyrrolo[1,2-a]azocine-3-carboxylic acid (2-ethoxy-5-oxo-tetrahydro-furan-3-yl)-amide), FC(C(=O)O)(F)F (trifluroacetic acid). Solvent: O (water). The product is OC1OC(CC1NC(=O)[C@@H]1CC[C@@H]2N1C([C@H](CC=CC2)NC(=O)C2=NC=CC1=CC=CC=C21)=O)=O ((3S,6S,10aS)-6-[(isoquinoline-1-carbonyl)-amino]-5-oxo-1,2,3,5,6,7,10,10a-octahydro-pyrrolo[1,2-a]azocine-3-carboxylic acid (2-hydroxy-5-oxo-tetrahydro-furan-3-yl)-amide). The yield is 78.0%. Reaction SMILES: C([O:3][CH:4]1[CH:8]([NH:9][C:10]([CH:12]2[N:16]3[C:17](=[O:36])[CH:18]([NH:23][C:24]([C:26]4[C:35]5[C:30](=[CH:31][CH:32]=[CH:33][CH:34]=5)[CH:29]=[CH:28][N:27]=4)=[O:25])[CH2:19][CH:20]=[CH:21][CH2:22][CH:15]3[CH2:14][CH2:13]2)=[O:11])[CH2:7][C:6](=[O:37])[O:5]1)C.FC(F)(F)C(O)=O>O>[OH:3][CH:4]1[CH:8]([NH:9][C:10]([C@H:12]2[N:16]3[C:17](=[O:36])[C@@H:18]([NH:23][C:24]([C:26]4[C:35]5[C:30](=[CH:31][CH:32]=[CH:33][CH:34]=5)[CH:29]=[CH:28][N:27]=4)=[O:25])[CH2:19][CH:20]=[CH:21][CH2:22][C@@H:15]3[CH2:14][CH2:13]2)=[O:11])[CH2:7][C:6](=[O:37])[O:5]1. Procedure details: 6-[(Isoquinoline-1-carbonyl)-amino]-5-oxo-1,2,3,5,6,7,10,10a-octahydro-pyrrolo[1,2-a]azocine-3-carboxylic acid (2-ethoxy-5-oxo-tetrahydro-furan-3-yl)-amide, 15, (1.42 g, 2.80 mmol) is stirred in a solution of trifluroacetic acid 5 mL acetonitrile 5 mL, and water 2.5 mL for 2 hours. Solvents are removed in vacuo and the resulting residue dissolved in ethyl acetate and re-concentrated to remove any excess TFA. The crude product is purified over silica (ethyl acetate:0.1% acetic acid,) to afford 1.... Reactants: BrC1=CC=2N3C4=C(C=C(C=C4C2C=C1)OC)C(CC3)=O (9-bromo-5,6-dihydro-2-methoxy-4H-pyrido[3,2,1-jk]carbazole-4-one), C1=C(C=NC=N1)C=O (pyrimidine-5-carboxyaldehyde), [OH-].[Na+] (sodium hydroxide). Run in C(C)O (ethanol), O (water). Run at time 12 hour. The product is BrC1=CC=2N3C4=C(C=C(C=C4C2C=C1)OC)C(C(=C3)CC=3C=NC=NC3)=O (9-bromo-2-methoxy-5-(5-pyrimidylmethyl)-4H-pyrido[3,2,1-jk]carbazole-4-one). Yield: 78.6%. As a reaction SMILES: [Br:1][C:2]1[CH:14]=[CH:13][C:12]2[C:11]3[C:6]4=[C:7]([C:17](=[O:20])[CH2:18][CH2:19][N:5]4[C:4]=2[CH:3]=1)[CH:8]=[C:9]([O:15][CH3:16])[CH:10]=3.[CH:21]1[N:26]=[CH:25][N:24]=[CH:23][C:22]=1[CH:27]=O.[OH-].[Na+]>C(O)C.O>[Br:1][C:2]1[CH:14]=[CH:13][C:12]2[C:11]3[C:6]4=[C:7]([C:17](=[O:20])[C:18]([CH2:27][C:22]5[CH:23]=[N:24][CH:25]=[N:26][CH:21]=5)=[CH:19][N:5]4[C:4]=2[CH:3]=1)[CH:8]=[C:9]([O:15][CH3:16])[CH:10]=3 |f:2.3|. Procedure details: 9-bromo-5,6-dihydro-2-methoxy-4H-pyrido[3,2,1-jk]carbazole-4-one (300 mg) obtained in Example 101, step 6 was suspended in ethanol (17 ml), and pyrimidine-5-carboxyaldehyde (157 mg) prepared by the procedure described in Syn. Commun. 24, 253 (1994) and sodium hydroxide (291 mg) dissolved in water (1.7 ml) were added to the suspension at room temperature. The mixture was stirred at room temperature for 12 hours, and approximately half of the solvent was evaporated under reduced pressure. The crys... The reactants are COC1=C(C=C(C(=O)Cl)C=C1)OCCCCCCCCCCCCCC (4-Methoxy-3-(tetradecyloxy)benzoyl chloride), N1=C(C=CC=C1)CNC(C)=O (N-2-Pyridylmethylacetamide), [H-].[Na+] (sodium hydride). The solvent is O1CCCC1 (tetrahydrofuran). Product: C(C)(=O)N(C(C1=CC(=C(C=C1)OC)OCCCCCCCCCCCCCC)=O)CC1=NC=CC=C1 (N-Acetyl-4-methoxy-3-(tetradecyloxy)-N-(2-pyridinylmethyl)benzamide). Isolated yield 30.6%. Reaction SMILES: [CH3:1][O:2][C:3]1[CH:11]=[CH:10][C:6]([C:7](Cl)=[O:8])=[CH:5][C:4]=1[O:12][CH2:13][CH2:14][CH2:15][CH2:16][CH2:17][CH2:18][CH2:19][CH2:20][CH2:21][CH2:22][CH2:23][CH2:24][CH2:25][CH3:26].[N:27]1[CH:32]=[CH:31][CH:30]=[CH:29][C:28]=1[CH2:33][NH:34][C:35](=[O:37])[CH3:36].[H-].[Na+]>O1CCCC1>[C:35]([N:34]([CH2:33][C:28]1[CH:29]=[CH:30][CH:31]=[CH:32][N:27]=1)[C:7](=[O:8])[C:6]1[CH:10]=[CH:11][C:3]([O:2][CH3:1])=[C:4]([O:12][CH2:13][CH2:14][CH2:15][CH2:16][CH2:17][CH2:18][CH2:19][CH2:20][CH2:21][CH2:22][CH2:23][CH2:24][CH2:25][CH3:26])[CH:5]=1)(=[O:37])[CH3:36] |f:2.3|. Reported procedure: The title compound is prepared by the procedure of Example 27 using 1.19 g of product from Example 43, 0.490 g of product from Example 12, 0.157 g of washed 50% sodium hydride and 12 ml of tetrahydrofuran. The residue is purified by column chromatography (silica gel:35% ethyl acetate/hexane) to give 0.472 g of the desired product as yellow crystals.